Dataset: the Open Reaction Database (ORD), a public repository of structured organic reaction records. Task: describe an organic reaction: reactants, conditions, products, and yield Reactants: C(C)(=O)OC=1C=C(C=CC1)C1=NC(N(C2=CC(=CC=C12)C)C(C)C)=O (4-(3-acetoxyphenyl)-1-isopropyl-7-methyl-2(1H)-quinazolinone), BrN1C(CCC1=O)=O (N-bromosuccinimide). Run in C(Cl)(Cl)(Cl)Cl (carbon tetrachloride). Product: C(C)(=O)OC=1C=C(C=CC1)C1=NC(N(C2=CC(=CC=C12)CBr)C(C)C)=O (4-(3-acetoxyphenyl)-7-bromomethyl-1-isopropyl-2(1H)-quinazolinone). As a reaction SMILES: [C:1]([O:4][C:5]1[CH:6]=[C:7]([C:11]2[C:20]3[C:15](=[CH:16][C:17]([CH3:21])=[CH:18][CH:19]=3)[N:14]([CH:22]([CH3:24])[CH3:23])[C:13](=[O:25])[N:12]=2)[CH:8]=[CH:9][CH:10]=1)(=[O:3])[CH3:2].[Br:26]N1C(=O)CCC1=O>C(Cl)(Cl)(Cl)Cl>[C:1]([O:4][C:5]1[CH:6]=[C:7]([C:11]2[C:20]3[C:15](=[CH:16][C:17]([CH2:21][Br:26])=[CH:18][CH:19]=3)[N:14]([CH:22]([CH3:23])[CH3:24])[C:13](=[O:25])[N:12]=2)[CH:8]=[CH:9][CH:10]=1)(=[O:3])[CH3:2]. Procedure details: A mixture of 14 g of 4-(3-acetoxyphenyl)-1-isopropyl-7-methyl-2(1H)-quinazolinone, 20 g of N-bromosuccinimide, and 600 ml of carbon tetrachloride is irradiated with infrared light for 15 minutes in a 1000 ml flat-bottom flask while stirring and refluxing. After cooling to room temperature with an ice bath, the mixture is washed successively with 500 ml and 100 ml of water in a 2 liter separatory funnel. Each water phase is washed with an additional 100 ml of carbon tetrachloride. The combined ca... Starting materials: BrC=1C=C(C=2C(=NNC2C1)C=O)C(=O)OC (methyl 6-bromo-3-formyl-1H-indazole-4-carboxylate), C(=O)([O-])[O-].[K+].[K+] (K2CO3), IC(C)C (2-iodopropane). Run in CN(C)C=O (DMF), O (water). Reaction conditions: time 10 minute. Product: BrC=1C=C(C=2C(=NN(C2C1)C(C)C)C=O)C(=O)OC (Methyl 6-bromo-3-formyl-1-isopropyl-1H-indazole-4-carboxylate), solid. The yield is 42.0%. RXN SMILES: [Br:1][C:2]1[CH:3]=[C:4]([C:13]([O:15][CH3:16])=[O:14])[C:5]2[C:6]([CH:11]=[O:12])=[N:7][NH:8][C:9]=2[CH:10]=1.C([O-])([O-])=O.[K+].[K+].I[CH:24]([CH3:26])[CH3:25]>CN(C=O)C.O>[Br:1][C:2]1[CH:3]=[C:4]([C:13]([O:15][CH3:16])=[O:14])[C:5]2[C:6]([CH:11]=[O:12])=[N:7][N:8]([CH:24]([CH3:26])[CH3:25])[C:9]=2[CH:10]=1 |f:1.2.3|. Procedure: To a stirred solution of methyl 6-bromo-3-formyl-1H-indazole-4-carboxylate 1 (11.5 g, 40.63 mmol) in DMF (230 mL)) was added K2CO3 (14.08 g, 102.02 mmol) at RT under argon, and stirred for 10 min. Then 2-iodopropane (7.24 g, 42.58 mmol) was added at RT and the mixture stirred at 40° C. for 2 h. The reaction mixture was diluted with cold water and extracted with ethyl acetate (4×300 mL). The combined organic layers were washed with water, brine, dried over anhydrous Na2SO4, filtered, and concentr... Reactants: C(#N)[BH3-].[Na+] (sodium cyanoborohydride), C(C)(=O)O (acetic acid), NC[C@H](O)C=1C=CC(=C(C1)NS(=O)(=O)C)O (N-(5-[(1R)-2-amino-1-hydroxyethyl]-2-hydroxyphenyl)methanesulfonamide), COC(CC1=CC=C(NC2CCN(CC2)C(=O)C2=CC=C(C(=O)OC)C=C2)C=C1)OC (Methyl 4-({4-[4-(2,2-dimethoxyethyl)anilino]-1-piperidinyl}carbonyl)benzoate), [I-].[Na+] (sodium iodide), Cl[Si](C)(Cl)Cl (trichloro(methyl)silane). Solvent: CO (methanol), ClCCl (Dichloromethane), C(C)#N (acetonitrile). Conditions: time 10 minute. The product is O[C@@H](CNCCC1=CC=C(C=C1)NC1CCN(CC1)C(=O)C1=CC=C(C(=O)O)C=C1)C1=CC(=C(C=C1)O)NS(=O)(=O)C (4-[4-(4-(2-[(2R)-2-Hydroxy-2-(4-hydroxy-3-methanesulfonylamino-phenyl)-ethylamino]-ethyl}-phenylamino)-piperidine-1-carbonyl]-benzoic acid). Yield: 40.3%. RXN SMILES: CO[CH:3](OC)[CH2:4][C:5]1[CH:29]=[CH:28][C:8]([NH:9][CH:10]2[CH2:15][CH2:14][N:13]([C:16]([C:18]3[CH:27]=[CH:26][C:21]([C:22]([O:24]C)=[O:23])=[CH:20][CH:19]=3)=[O:17])[CH2:12][CH2:11]2)=[CH:7][CH:6]=1.[I-].[Na+].Cl[Si](Cl)(Cl)C.C(O)(=O)C.[NH2:43][CH2:44][C@@H:45]([C:47]1[CH:48]=[CH:49][C:50]([OH:58])=[C:51]([NH:53][S:54]([CH3:57])(=[O:56])=[O:55])[CH:52]=1)[OH:46].C([BH3-])#N.[Na+]>C(#N)C.CO.ClCCl>[OH:46][C@H:45]([C:47]1[CH:48]=[CH:49][C:50]([OH:58])=[C:51]([NH:53][S:54]([CH3:57])(=[O:56])=[O:55])[CH:52]=1)[CH2:44][NH:43][CH2:3][CH2:4][C:5]1[CH:29]=[CH:28][C:8]([NH:9][CH:10]2[CH2:11][CH2:12][N:13]([C:16]([C:18]3[CH:27]=[CH:26][C:21]([C:22]([OH:24])=[O:23])=[CH:20][CH:19]=3)=[O:17])[CH2:14][CH2:15]2)=[CH:7][CH:6]=1 |f:1.2,6.7|. Procedure: Methyl 4-({4-[4-(2,2-dimethoxyethyl)anilino]-1-piperidinyl}carbonyl)benzoate (0.30 g, 0.703 mmol) was added to a pre-prepared mixture of sodium iodide (0.264 g, 1.76 mmol) and trichloro(methyl)silane (0.166 mL, 1.4 mmol) in anhydrous acetonitrile. The reaction was stirred at ambient temperature for 10 minutes. Dichloromethane was added and the reaction washed with 10% sodium thiosulfate solution, water and brine. The organic layer was dried over anhydrous magnesium sulfate, filtered and the solv... Starting materials: NC1=NC(=CC=C1)C (2-amino-6-methylpyridine), OC1=C(CN(C2=CC=CC=C12)C1=CC=CC=C1)C(=O)OCC (1,2-dihydro-4-hydroxy-1-phenyl-3-quinolinecarboxylic acid, ethyl ester). The reagents and catalysts are [O-2].[O-2].[Mn+4] (manganese dioxide). Run in C1(=CC=CC=C1)C (toluene), C(Cl)(Cl)Cl (chloroform). Run at time 3 hour. Yields the product CC1=CC=CC(=N1)NC(=O)C1=CN(C2=CC=CC=C2C1=O)C1=CC=CC=C1 (1,4-Dihydro-N-(6-methyl-2-pyridyl)-4-oxo-1-phenyl-3-quinolinecarboxamide). As a reaction SMILES: [NH2:1][C:2]1[CH:7]=[CH:6][CH:5]=[C:4]([CH3:8])[N:3]=1.[OH:9][C:10]1[C:19]2[C:14](=[CH:15][CH:16]=[CH:17][CH:18]=2)[N:13]([C:20]2[CH:25]=[CH:24][CH:23]=[CH:22][CH:21]=2)[CH2:12][C:11]=1[C:26](OCC)=[O:27]>C1(C)C=CC=CC=1.C(Cl)(Cl)Cl.[O-2].[O-2].[Mn+4]>[CH3:8][C:4]1[N:3]=[C:2]([NH:1][C:26]([C:11]2[C:10](=[O:9])[C:19]3[C:14](=[CH:15][CH:16]=[CH:17][CH:18]=3)[N:13]([C:20]3[CH:25]=[CH:24][CH:23]=[CH:22][CH:21]=3)[CH:12]=2)=[O:27])[CH:7]=[CH:6][CH:5]=1 |f:4.5.6|. Procedure details: A solution of 5.49 g of 2-amino-6-methylpyridine and 10 g of 1,2-dihydro-4-hydroxy-1-phenyl-3-quinolinecarboxylic acid, ethyl ester in 500 ml of toluene was refluxed for 24 hours in a soxhlet apparatus containing 10 g of 4 Å molecular sieves. The solution was filtered and evaporated. The residue was purified by means of high pressure liquid chromatography (silica gel: dichloromethane as the eluent) to afford 9.8 g of 1,2-dihydro-4-hydroxy-N-(6-methyl-2-pyridyl)-1-phenyl-3-quinolnecarboxamide whi... Starting materials: Cl, COC(=O)CCCCCCCCCC=C(F)F, [Na+], [OH-], O. The product is O=C(O)CCCCCCCCCC=C(F)F. As a reaction SMILES: [ClH:20].[F:1][C:2](=[CH:3][CH2:4][CH2:5][CH2:6][CH2:7][CH2:8][CH2:9][CH2:10][CH2:11][CH2:12][C:13](=[O:14])[O:15][CH3:16])[F:17].[Na+:19].[OH-:18].[OH2:21]>>[F:1][C:2](=[CH:3][CH2:4][CH2:5][CH2:6][CH2:7][CH2:8][CH2:9][CH2:10][CH2:11][CH2:12][C:13](=[O:14])[OH:15])[F:17]. Solvent: C(C)(=O)OCC (ethyl acetate). The reactants are C(C)OC(C(CC1=CC=C(C=C1)OCCC1N(C(NC1)=O)C)(C)OCCCC)=O (2-butoxy-2-methyl-3-{4-[2-(3-methyl-2-oxo-imidazolidin-4-yl)-ethoxy]-phenyl}-propionic acid ethyl ester), [H-].[Na+] (sodium hydride), C(C1=CC=CC=C1)Br (Benzyl bromide). Reaction conditions: time 1 hour. Yields the product C(C)OC(C(CC1=CC=C(C=C1)OCCC1N(C(N(C1)CC1=CC=CC=C1)=O)C)(C)OCCCC)=O (3-{4-[2-(1-Benzyl-3-methyl-2-oxo-imidazolidin-4-yl)-ethoxy]-phenyl}-2-butoxy-2-methyl-propionic acid ethyl ester). RXN SMILES: [CH2:1](Br)[C:2]1[CH:7]=[CH:6][CH:5]=[CH:4][CH:3]=1.[CH2:9]([O:11][C:12](=[O:37])[C:13]([O:32][CH2:33][CH2:34][CH2:35][CH3:36])([CH3:31])[CH2:14][C:15]1[CH:20]=[CH:19][C:18]([O:21][CH2:22][CH2:23][CH:24]2[CH2:28][NH:27][C:26](=[O:29])[N:25]2[CH3:30])=[CH:17][CH:16]=1)[CH3:10].[H-].[Na+]>[I-].C([N+](CCCC)(CCCC)CCCC)CCC.C(OCC)(=O)C>[CH2:9]([O:11][C:12](=[O:37])[C:13]([O:32][CH2:33][CH2:34][CH2:35][CH3:36])([CH3:31])[CH2:14][C:15]1[CH:16]=[CH:17][C:18]([O:21][CH2:22][CH2:23][CH:24]2[CH2:28][N:27]([CH2:1][C:2]3[CH:7]=[CH:6][CH:5]=[CH:4][CH:3]=3)[C:26](=[O:29])[N:25]2[CH3:30])=[CH:19][CH:20]=1)[CH3:10] |f:2.3,4.5|. Reported procedure: Benzyl bromide (0.0.21 mL, 0.174 mmol, d=1.438) and tetrabutyl ammonium iodide (catalytic amount) are added to a 0° C. suspension of 2-butoxy-2-methyl-3-{4-[2-(3-methyl-2-oxo-imidazolidin-4-yl)-ethoxy]-phenyl}-propionic acid ethyl ester (0.047 g, 0.116 mmol) and sodium hydride (0.012 g, 0.29 mmol, 60% suspension on mineral oil), pre-stirred for 1 h at ambient temperature. The reaction mixture is stirred at ambient temperature for 48 h, diluted with ethyl acetate, and washed with 1N HCl and water... Reagents/catalysts: [I-].C(CCC)[N+](CCCC)(CCCC)CCCC (tetrabutyl ammonium iodide). Starting materials: O=C([O-])[O-], C=C(C)C(=O)Cl, Cl, NC(Cc1ccc(O)c(O)c1)C(=O)O, [Na+], [Na+], O. Yields the product C=C(C)C(=O)NC(Cc1ccc(O)c(O)c1)C(=O)O. RXN SMILES: [C:15](=[O:16])([O-:17])[O-:18].[C:21]([C:22](=[CH2:23])[CH3:24])(=[O:25])[Cl:26].[ClH:27].[NH2:1][CH:2]([CH2:3][c:4]1[cH:5][cH:6][c:7]([OH:8])[c:9]([OH:10])[cH:11]1)[C:12]([OH:13])=[O:14].[Na+:19].[Na+:20].[OH2:28]>>[NH:1]([CH:2]([CH2:3][c:4]1[cH:5][cH:6][c:7]([OH:8])[c:9]([OH:10])[cH:11]1)[C:12]([OH:13])=[O:14])[C:21]([C:22](=[CH2:23])[CH3:24])=[O:25]. Starting materials: N([C@H](CC1=CC=CC=C1)C(=O)N[C@@H](CC1=CC=C2C=CC=CC2=C1)C(=O)OC)C(=O)C (N-Ac-D-Phe-2-Nal-OMe), [OH-].[Na+] (sodium hydroxide), O (water). Solvent: O1CCOCC1.O (dioxane water). The product is N([C@H](CC1=CC=CC=C1)C(=O)N[C@@H](CC1=CC=C2C=CC=CC2=C1)C(=O)O)C(=O)C (N-Ac-D-Phe-2-Nal-OH). Isolated yield 113.5%. RXN SMILES: [NH:1]([C:29]([CH3:31])=[O:30])[C@@H:2]([C:10]([NH:12][C@H:13]([C:25]([O:27]C)=[O:26])[CH2:14][C:15]1[CH:24]=[C:23]2[C:18]([CH:19]=[CH:20][CH:21]=[CH:22]2)=[CH:17][CH:16]=1)=[O:11])[CH2:3][C:4]1[CH:9]=[CH:8][CH:7]=[CH:6][CH:5]=1.[OH-].[Na+].O>O1CCOCC1.O>[NH:1]([C:29]([CH3:31])=[O:30])[C@@H:2]([C:10]([NH:12][C@H:13]([C:25]([OH:27])=[O:26])[CH2:14][C:15]1[CH:24]=[C:23]2[C:18]([CH:19]=[CH:20][CH:21]=[CH:22]2)=[CH:17][CH:16]=1)=[O:11])[CH2:3][C:4]1[CH:9]=[CH:8][CH:7]=[CH:6][CH:5]=1 |f:1.2,4.5|. Procedure: A solution of N-Ac-D-Phe-2-Nal-OMe (1.55 g) in 20 ml of dioxane/water=9/1 (v/v) was treated with sufficient 6N sodium hydroxide to keep the pH at 12 for 1 hours at room temperature. After acidification, the mixture was poured into water and was extracted with dichloromethane. The organic layer was washed with water and was dried on sodium sulfate. The filtrate was evaporated and yielded 1.7 g crude N-Ac-D-Phe-2-Nal-OH. Reactants: aqueous solution, [OH-].[Na+] (sodium hydroxide), ClC=1C=C2C=CC(=CC2=CC1)S(=O)(=O)N1CC(N(C(C1)=O)NC1CCN(CC1)C1=CC(=NC=C1)C)CC(=O)OC (Methyl 4-[(6-Chloro-2-naphthyl)sulfonyl]-1-[[1-(2-methyl-4-pyridinyl)-4-piperidinyl]amino]-6-oxo-2-piperazineacetate), Cl (hydrochloric acid). The solvent is CO (methanol), O1CCOCC1 (1,4-dioxane). The product is ClC=1C=C2C=CC(=CC2=CC1)S(=O)(=O)N1CC(N(C(C1)=O)NC1CCN(CC1)C1=CC(=NC=C1)C)CC(=O)O (4-[(6-Chloro-2-naphthyl)sulfonyl]-1-[[1-(2-methyl-4-pyridinyl)-4-piperidinyl]amino]-6-oxo-2-piperazineacetic Acid). Isolated yield 88.4%. As a reaction SMILES: [Cl:1][C:2]1[CH:3]=[C:4]2[C:9](=[CH:10][CH:11]=1)[CH:8]=[C:7]([S:12]([N:15]1[CH2:20][C:19](=[O:21])[N:18]([NH:22][CH:23]3[CH2:28][CH2:27][N:26]([C:29]4[CH:34]=[CH:33][N:32]=[C:31]([CH3:35])[CH:30]=4)[CH2:25][CH2:24]3)[CH:17]([CH2:36][C:37]([O:39]C)=[O:38])[CH2:16]1)(=[O:14])=[O:13])[CH:6]=[CH:5]2.[OH-].[Na+].Cl>CO.O1CCOCC1>[Cl:1][C:2]1[CH:3]=[C:4]2[C:9](=[CH:10][CH:11]=1)[CH:8]=[C:7]([S:12]([N:15]1[CH2:20][C:19](=[O:21])[N:18]([NH:22][CH:23]3[CH2:24][CH2:25][N:26]([C:29]4[CH:34]=[CH:33][N:32]=[C:31]([CH3:35])[CH:30]=4)[CH2:27][CH2:28]3)[CH:17]([CH2:36][C:37]([OH:39])=[O:38])[CH2:16]1)(=[O:14])=[O:13])[CH:6]=[CH:5]2 |f:1.2|. Procedure details: A mixture of methyl 4-[(6-chloro-2-naphthyl)sulfonyl]-1-[[1-(2-methyl-4-pyridinyl)-4-piperidinyl]amino]-6-oxo-2-piperazineacetate (1.17 g) obtained in Example 138 and a 2N aqueous solution of sodium hydroxide (2.0 ml) in methanol (20 ml) and 1,4-dioxane (10 m) was stirred at 40° C. for 2 hours. The reaction mixture was cooled, neutralized with 1N hydrochloric acid, and concentrated under reduced pressure. The residue was combined with saturated brine, extracted with a 10% methanol-containing dic... Reactants: ClC1=CC=C(OC=2C(NC(=NC2)SC)=O)C=C1 (5-(4-chlorophenoxy)-2-(methylmercapto)pyrimidin-4(3H)-one), CN1CCNCC1 (1-methylpiperazine). Product: ClC1=CC=C(OC=2C(NC(=NC2)N2CCN(CC2)C)=O)C=C1 (5-(4-chlorophenoxy)-2-(4-methylpiperazino)pyrimidin-4(3H)-one). Isolated yield 37.2%. RXN SMILES: [Cl:1][C:2]1[CH:17]=[CH:16][C:5]([O:6][C:7]2[C:8](=[O:15])[NH:9][C:10](SC)=[N:11][CH:12]=2)=[CH:4][CH:3]=1.[CH3:18][N:19]1[CH2:24][CH2:23][NH:22][CH2:21][CH2:20]1>>[Cl:1][C:2]1[CH:17]=[CH:16][C:5]([O:6][C:7]2[C:8](=[O:15])[NH:9][C:10]([N:22]3[CH2:23][CH2:24][N:19]([CH3:18])[CH2:20][CH2:21]3)=[N:11][CH:12]=2)=[CH:4][CH:3]=1. Procedure: A solution of of 5-(4-chlorophenoxy)-2-(methylmercapto)pyrimidin-4(3H)-one (158 g, 5.87 mmoles) and 1-methylpiperazine (Aldrich) (6.1 mL, 55 mmoles) was heated at 135° C. for 18 hours. The dark brown mixture was spin evaporated in vacuo. The residue was dissolved in ethyl acetate and applied to a column (d=5 cm) of Silica Gel 80 that was equilibrated with ethyl acetate. The column was eluted with ethyl acetate by flash chromatography to remove unreacted starting material. Elution with 10% methan...